Dataset: the Open Reaction Database (ORD), a public repository of structured organic reaction records. Task: describe an organic reaction: reactants, conditions, products, and yield Reactants: Mercuric oxide, O (water), CC(C)(C#CC(C)(O)C)O (2,5-dimethyl-3-hexyne-2,5-diol). Solvent: OS(=O)(=O)O (H2SO4). Run at time 30 minute. Yields the product CC1(OC(CC1=O)(C)C)C (dihydro-2,2,5,5-tetramethyl-3(2H)-furanone). Yield: 89.0%. Reaction SMILES: [CH3:1][C:2]([OH:10])([C:4]#[C:5][C:6]([CH3:9])(O)[CH3:7])[CH3:3].[OH2:11]>OS(O)(=O)=O>[CH3:3][C:2]1([CH3:1])[C:4](=[O:11])[CH2:5][C:6]([CH3:7])([CH3:9])[O:10]1. Procedure details: Mercuric oxide (600 mg) was dissolved in 200 mL of water containing 2 mL of concentrated H2SO4. Solid 2,5-dimethyl-3-hexyne-2,5-diol (50.0 g, 352 mmol) was added and the solution was heated until the homogeneous solution turned cloudy. Heating was stopped and the flask was stirred in a room temperature water bath for 30 min. The solution was distilled and 250 mL of distillate was collected (more H2O was added). The biphasic material was taken up into ether, separated, washed with brine, dried ov... The reactants are Cc1nc2ccc3ccc(Br)cc3c2c(=O)[nH]1, CC(=O)[O-], CC(=O)[O-], CN1CCOCC1, C=Cc1ccc(C(=O)O)cc1, [Pd+2], Cc1ccccc1P(c1ccccc1C)c1ccccc1C. The product is Cc1nc2ccc3ccc(C=Cc4ccc(C(=O)O)cc4)cc3c2c(=O)[nH]1. RXN SMILES: [Br:1][c:2]1[cH:3][cH:4][c:5]2[c:6]([c:7]3[c:8](=[O:16])[nH:9][c:10]([CH3:15])[n:11][c:12]3[cH:13][cH:14]2)[cH:17]1.[C:58]([O-:59])(=[O:60])[CH3:61].[C:63]([O-:64])(=[O:65])[CH3:66].[CH3:51][N:52]1[CH2:53][CH2:54][O:55][CH2:56][CH2:57]1.[CH:18](=[CH2:19])[c:20]1[cH:21][cH:22][c:23]([C:24](=[O:25])[OH:26])[cH:27][cH:28]1.[Pd+2:62].[c:29]1([CH3:30])[cH:31][cH:32][cH:33][cH:34][c:35]1[P:36]([c:37]1[cH:38][cH:39][cH:40][cH:41][c:42]1[CH3:43])[c:44]1[cH:45][cH:46][cH:47][cH:48][c:49]1[CH3:50]>>[c:2]1([CH:19]=[CH:18][c:20]2[cH:21][cH:22][c:23]([C:24](=[O:25])[OH:26])[cH:27][cH:28]2)[cH:3][cH:4][c:5]2[c:6]([c:7]3[c:8](=[O:16])[nH:9][c:10]([CH3:15])[n:11][c:12]3[cH:13][cH:14]2)[cH:17]1. The reactants are ClCCl, CC(=O)OC(C)=O, NNC1=Nc2ccc(Cl)cc2C(c2ccccc2)=[N+]([O-])C1. The product is CC(=O)NNC1=Nc2ccc(Cl)cc2C(c2ccccc2)=[N+]([O-])C1. As a reaction SMILES: [CH2:29]([Cl:30])[Cl:31].[CH3:1][C:2]([O:3][C:5]([CH3:6])=[O:7])=[O:4].[Cl:8][c:9]1[cH:10][cH:11][c:12]2[c:13]([cH:28]1)[C:14]([c:22]1[cH:23][cH:24][cH:25][cH:26][cH:27]1)=[N+:15]([O-:21])[CH2:16][C:17]([NH:19][NH2:20])=[N:18]2>>[C:5]([CH3:6])(=[O:7])[NH:20][NH:19][C:17]1=[N:18][c:12]2[cH:11][cH:10][c:9]([Cl:8])[cH:28][c:13]2[C:14]([c:22]2[cH:23][cH:24][cH:25][cH:26][cH:27]2)=[N+:15]([O-:21])[CH2:16]1. The reactants are [OH-].[Na+] (sodium hydroxide), ClC1=CC=C(C=C1)S (p-chlorothiophenol), C(CCCC)Br (pentyl bromide). RXN SMILES: [OH-].[Na+].[Cl:3][C:4]1[CH:9]=[CH:8][C:7]([SH:10])=[CH:6][CH:5]=1.[CH2:11](Br)[CH2:12][CH2:13][CH2:14][CH3:15]>O>[CH2:11]([S:10][C:7]1[CH:8]=[CH:9][C:4]([Cl:3])=[CH:5][CH:6]=1)[CH2:12][CH2:13][CH2:14][CH3:15] |f:0.1|. Solvent: O (water), O (water). Reported procedure: To a solution of 8.0 g (0.2 mole) of sodium hydroxide in 100 ml of water is added 29 g (0.2 mole) of p-chlorothiophenol in small portions. Stirring is continued until the mixture becomes clear. To this solution is added 30.2 g (0.2 mole) of pentyl bromide dropwise. The reaction mixture is heated at 60° C. for one hour. It is then poured into water and extracted with ether. The combined ether extracts are washed with water and dried over MgSO4. Solvent is evaporated to give a pale yellow oil whic... Isolated yield 34.9%. Run at temperature 60 celsius. Yields the product C(CCCC)SC1=CC=C(C=C1)Cl (p-chlorophenyl pentyl sulfide). Reactants: BrC1=C(C=C(S1)C(=O)C1=CC(=C(C=C1)C#CC1=CC=C(C(=O)OCC2=CC=CC=C2)C=C1)[N+](=O)[O-])CC(=O)OCC (Benzyl 4-((4-(5-bromo-4-(2-ethoxy-2-oxoethyl)thiophene-2-carbonyl)-2-nitrophenyl)ethynyl)benzoate), stannous chloride dihydrate, C(=O)(O)[O-].[Na+] (NaHCO3). Run in CCOC(=O)C (EtOAc). The product is desired intermediate, NC1=C(C=CC(=C1)C(=O)C=1SC(=C(C1)CC(=O)OCC)Br)C#CC1=CC=C(C(=O)OCC2=CC=CC=C2)C=C1 (benzyl 4-((2-amino-4-(5-bromo-4-(2-ethoxy-2-oxoethyl)thiophene-2-carbonyl)phenyl)ethynyl)benzoate). Yield: 105.2%. Reaction SMILES: [Br:1][C:2]1[S:6][C:5]([C:7]([C:9]2[CH:14]=[CH:13][C:12]([C:15]#[C:16][C:17]3[CH:32]=[CH:31][C:20]([C:21]([O:23][CH2:24][C:25]4[CH:30]=[CH:29][CH:28]=[CH:27][CH:26]=4)=[O:22])=[CH:19][CH:18]=3)=[C:11]([N+:33]([O-])=O)[CH:10]=2)=[O:8])=[CH:4][C:3]=1[CH2:36][C:37]([O:39][CH2:40][CH3:41])=[O:38].C([O-])(O)=O.[Na+]>CCOC(C)=O>[NH2:33][C:11]1[CH:10]=[C:9]([C:7]([C:5]2[S:6][C:2]([Br:1])=[C:3]([CH2:36][C:37]([O:39][CH2:40][CH3:41])=[O:38])[CH:4]=2)=[O:8])[CH:14]=[CH:13][C:12]=1[C:15]#[C:16][C:17]1[CH:18]=[CH:19][C:20]([C:21]([O:23][CH2:24][C:25]2[CH:30]=[CH:29][CH:28]=[CH:27][CH:26]=2)=[O:22])=[CH:31][CH:32]=1 |f:1.2|. Procedure: To a solution of 3 (450 mg, 0.71 mmol) in EtOAc (10 mL) was added stannous chloride dihydrate (642 mg, 2.84 mmol). The resulting mixture was refluxed for one hour under N2. The reaction mixture was then poured onto ice (5 g), and basified with a saturated NaHCO3 solution to pH 8. The white milky mixture was filtered through a Celite pad to remove tin oxides. The organic layer from the filtrate was dried over MgSO4, filtered, and then concentrated in vacuo. MPLC purification (Hex:EtOAc/4:1) of th... The reactants are OC1=C(C(=O)O)C=CC(=C1)CSC (2-hydroxy-4-(methylthiomethyl)benzoic acid), C(Cl)Cl (CH2Cl2), C[Si](C)(C)C=[N+]=[N-] (trimethylsilyldiazomethane), CCCCCC (hexane). The solvent is CO (MeOH). Run at time 10 minute. The product is OC1=C(C(=O)OC)C=CC(=C1)CSC (Methyl 2-Hydroxy-4-(methylthiomethyl)benzoate). The yield is 93.0%. Reaction SMILES: [OH:1][C:2]1[CH:10]=[C:9]([CH2:11][S:12][CH3:13])[CH:8]=[CH:7][C:3]=1[C:4]([OH:6])=[O:5].[CH2:14](Cl)Cl.C[Si](C=[N+]=[N-])(C)C.CCCCCC>CO>[OH:1][C:2]1[CH:10]=[C:9]([CH2:11][S:12][CH3:13])[CH:8]=[CH:7][C:3]=1[C:4]([O:6][CH3:14])=[O:5]. Procedure details: To a mixture of 2-hydroxy-4-(methylthiomethyl)benzoic acid (3.96 g, 20 mmol), CH2Cl2 (75 mL), and MeOH (15 mL) was added a solution of 2 M trimethylsilyldiazomethane (TMSCHN2) in hexane (10.5 mL, 21 mmol) over 30 min. After stirring for 10 min, the reaction was concentrated and vacuum dried. The residue was chromatographed (250 g SiO2, hexanes to 5% EtOAc/hexanes) to give the title compound as a colorless oil (3.96 g, 93%).